describe an organic reaction: reactants, conditions, products, and yield From a dataset of the Open Reaction Database (ORD), a public repository of structured organic reaction records. Reactants: BrCCCOC=1C=CC2=C(SC=C2C2=CC=C(C=C2)F)C1 (6-(3-Bromo-propoxy)-3-(4-fluoro-phenyl)-benzo[b]thiophene), CNC (dimethylamine). The product is FC1=CC=C(C=C1)C=1C2=C(SC1)C=C(C=C2)OCCCN(C)C ({3-[3-(4-Fluoro-phenyl)-benzo[b]thiophen-6-yloxy]-propyl}-dimethyl-amine). Reaction SMILES: Br[CH2:2][CH2:3][CH2:4][O:5][C:6]1[CH:7]=[CH:8][C:9]2[C:13]([C:14]3[CH:19]=[CH:18][C:17]([F:20])=[CH:16][CH:15]=3)=[CH:12][S:11][C:10]=2[CH:21]=1.[CH3:22][NH:23][CH3:24]>>[F:20][C:17]1[CH:18]=[CH:19][C:14]([C:13]2[C:9]3[CH:8]=[CH:7][C:6]([O:5][CH2:4][CH2:3][CH2:2][N:23]([CH3:24])[CH3:22])=[CH:21][C:10]=3[S:11][CH:12]=2)=[CH:15][CH:16]=1. Reported procedure: In analogy to example 3.1, 6-(3-Bromo-propoxy)-3-(4-fluoro-phenyl)-benzo[b]thiophene and dimethylamine were converted to yield {3-[3-(4-Fluoro-phenyl)-benzo[b]thiophen-6-yloxy]-propyl}-dimethyl-amine as colorless oil, MS: 330 (MH+). Reaction SMILES: [NH2:1][C:2]1[CH:3]=[N:4][C:5]2[C:10]([C:11]=1[NH:12][CH2:13][CH2:14][CH2:15][CH2:16][NH:17][S:18]([CH3:21])(=[O:20])=[O:19])=[CH:9][CH:8]=[C:7]([O:22][CH2:23][C:24]1[CH:29]=[CH:28][CH:27]=[CH:26][CH:25]=1)[CH:6]=2.[C:30](Cl)(=O)[CH2:31][CH2:32][CH3:33]>>[CH2:23]([O:22][C:7]1[CH:8]=[CH:9][C:10]2[C:11]3[N:12]([CH2:13][CH2:14][CH2:15][CH2:16][NH:17][S:18]([CH3:21])(=[O:19])=[O:20])[C:30]([CH2:31][CH2:32][CH3:33])=[N:1][C:2]=3[CH:3]=[N:4][C:5]=2[CH:6]=1)[C:24]1[CH:25]=[CH:26][CH:27]=[CH:28][CH:29]=1. Reactants: NC=1C=NC2=CC(=CC=C2C1NCCCCNS(=O)(=O)C)OCC1=CC=CC=C1 (N-[4-(3-amino-7-benzyloxyquinolin-4-ylamino)butyl]methanesulfonamide), C(CCC)(=O)Cl (butyryl chloride). Product: C(C1=CC=CC=C1)OC=1C=CC=2C3=C(C=NC2C1)N=C(N3CCCCNS(=O)(=O)C)CCC (N-[4-(7-benzyloxy-2-propyl-1H-imidazo[4,5-c]quinolin-1-yl)butyl]methanesulfonamide). Procedure details: The method described in Part D of Example 45 was used to treat N-[4-(3-amino-7-benzyloxyquinolin-4-ylamino)butyl]methanesulfonamide (15.1 g, 36.5 mmol) with butyryl chloride (4.77 mL, 46.2 mmol). The crude product was purified by column chromatography on silica gel (eluting with 96:4 chloroform:methanol containing ammonium hydroxide) to provide 11.8 g of N-[4-(7-benzyloxy-2-propyl-1H-imidazo[4,5-c]quinolin-1-yl)butyl]methanesulfonamide as a tan solid. The yield is 69.3%. The reactants are COC=1CCCCCC(N1)CCCC1=CC=CC=C1 (2,3,4,5, 6,7-hexahydro-8-methoxy-2-(3-phenylpropyl)azocine), [Cl-].[NH4+] (ammonium chloride), title material. Solvent: CO (MeOH). The product is Cl.C1(=CC=CC=C1)CCCC1CCCCCC(N1)=N (octahydro-8-(3-phenylpropyl)azocin-2-imine, monohydrochloride). Reaction SMILES: CO[C:3]1[CH2:4][CH2:5][CH2:6][CH2:7][CH2:8][CH:9]([CH2:11][CH2:12][CH2:13][C:14]2[CH:19]=[CH:18][CH:17]=[CH:16][CH:15]=2)[N:10]=1.[Cl-:20].[NH4+:21]>CO>[ClH:20].[C:14]1([CH2:13][CH2:12][CH2:11][CH:9]2[NH:10][C:3](=[NH:21])[CH2:4][CH2:5][CH2:6][CH2:7][CH2:8]2)[CH:19]=[CH:18][CH:17]=[CH:16][CH:15]=1 |f:1.2,4.5|. Reported procedure: The title product of Example 72 in MeOH is reacted with ammonium chloride by the method of Example 5 to generate the title material. The reactants are O=C(N=C=S)c1ccccc1, COc1cnc(N2CCOCC2)cc1N, CCCCCC, CC(C)=O. The product is COc1cnc(N2CCOCC2)cc1NC(=S)NC(=O)c1ccccc1. As a reaction SMILES: [C:16]([c:17]1[cH:18][cH:19][cH:20][cH:21][cH:22]1)(=[O:23])[N:24]=[C:25]=[S:26].[CH3:1][O:2][c:3]1[c:4]([NH2:15])[cH:5][c:6]([N:9]2[CH2:10][CH2:11][O:12][CH2:13][CH2:14]2)[n:7][cH:8]1.[CH3:27][CH2:28][CH2:29][CH2:30][CH2:31][CH3:32].[CH3:33][C:34](=[O:35])[CH3:36]>>[CH3:1][O:2][c:3]1[c:4]([NH:15][C:25]([NH:24][C:16]([c:17]2[cH:18][cH:19][cH:20][cH:21][cH:22]2)=[O:23])=[S:26])[cH:5][c:6]([N:9]2[CH2:10][CH2:11][O:12][CH2:13][CH2:14]2)[n:7][cH:8]1. Reactants: resultant solution, FC1=C(C=C(C=C1)O)N1C(C2=C(C1=O)CCCC2)=O (N-(2-fluoro-5-hydroxyphenyl)-3,4,5,6-tetrahydrophthalimide), C(C)(C)Br (isopropyl bromide), [I-].[K+] (potassium iodide), C([O-])([O-])=O.[K+].[K+] (potassium carbonate). Solvent: C(C)#N (acetonitrile), CN(C=O)C (dimethylformamide). Yields the product FC1=C(C=C(C=C1)OC(C)C)N1C(C2=C(C1=O)CCCC2)=O (N-(2-Fluoro-5-isopropoxyphenyl)-3,4,5,6-tetrahydrophthalimide). Isolated yield 99.9%. RXN SMILES: [F:1][C:2]1[CH:7]=[CH:6][C:5]([OH:8])=[CH:4][C:3]=1[N:9]1[C:13](=[O:14])[C:12]2[CH2:15][CH2:16][CH2:17][CH2:18][C:11]=2[C:10]1=[O:19].[CH:20](Br)([CH3:22])[CH3:21].[I-].[K+].C(=O)([O-])[O-].[K+].[K+]>C(#N)C.CN(C)C=O>[F:1][C:2]1[CH:7]=[CH:6][C:5]([O:8][CH:20]([CH3:22])[CH3:21])=[CH:4][C:3]=1[N:9]1[C:13](=[O:14])[C:12]2[CH2:15][CH2:16][CH2:17][CH2:18][C:11]=2[C:10]1=[O:19] |f:2.3,4.5.6|. Procedure details: N-(2-Fluoro-5-hydroxyphenyl)-3,4,5,6-tetrahydrophthalimide (VI) (20 g), isopropyl bromide (25 g), potassium iodide (5 g) and anhydrous potassium carbonate (11 g) were dissolved in a mixture of acetonitrile (135 g) and dimethylformamide (15 g), and the resultant solution was heated under reflux for 7 hours. After cooling, the reaction mixture was extracted with ethyl acetate. The extract was concentrated, and the precipitated crystals were collected by filtration to give 23.2 g of N-(2-fluoro-5-i... Starting materials: CC(C)c1cccc(N)c1, O=C1CCC(=O)N1Cl. The product is CC(C)c1cc(N)ccc1Cl. Reaction SMILES: [CH:1]([CH3:2])([CH3:3])[c:4]1[cH:5][c:6]([NH2:10])[cH:7][cH:8][cH:9]1.[Cl:11][N:12]1[C:13](=[O:14])[CH2:15][CH2:16][C:17]1=[O:18]>>[CH:1]([CH3:2])([CH3:3])[c:4]1[cH:5][c:6]([NH2:10])[cH:7][cH:8][c:9]1[Cl:11].